The task is: describe an organic reaction: reactants, conditions, products, and yield. This data is from the Open Reaction Database (ORD), a public repository of structured organic reaction records. Starting materials: CCOc1ccc(N)cc1, CCN=C=NCCCN(C)C, Cl, O=C1CCCc2[nH]c([N+](=O)[O-])c(C(=O)O)c21, C1COCCO1. The product is CCOc1ccc(NC(=O)c2c([N+](=O)[O-])[nH]c3c2C(=O)CCC3)cc1. As a reaction SMILES: [CH3:17][CH2:18][O:19][c:20]1[cH:21][cH:22][c:23]([NH2:26])[cH:24][cH:25]1.[CH3:28][N:29]([CH3:30])[CH2:31][CH2:32][CH2:33][N:34]=[C:35]=[N:36][CH2:37][CH3:38].[ClH:27].[N+:1](=[O:2])([O-:3])[c:4]1[nH:5][c:6]2[c:11]([c:12]1[C:13](=[O:14])[OH:15])[C:10](=[O:16])[CH2:9][CH2:8][CH2:7]2.[O:39]1[CH2:40][CH2:41][O:42][CH2:43][CH2:44]1>>[N+:1](=[O:2])([O-:3])[c:4]1[nH:5][c:6]2[c:11]([c:12]1[C:13](=[O:15])[NH:26][c:23]1[cH:22][cH:21][c:20]([O:19][CH2:18][CH3:17])[cH:25][cH:24]1)[C:10](=[O:16])[CH2:9][CH2:8][CH2:7]2. Reactants: COc1ccc(Cn2cc(-c3ccnc(SC)n3)cn2)cc1, ClCCl, [K+], [K+], Cc1cc(F)c(N)cc1O, O=C([O-])[O-], CN(C)C=O, O, O=C(OO)c1cccc(Cl)c1. Product: COc1ccc(Cn2cc(-c3ccnc(Oc4cc(N)c(F)cc4C)n3)cn2)cc1. RXN SMILES: [CH3:1][O:2][c:3]1[cH:4][cH:5][c:6]([CH2:7][n:8]2[n:9][cH:10][c:11](-[c:13]3[n:14][c:15]([S:19][CH3:20])[n:16][cH:17][cH:18]3)[cH:12]2)[cH:21][cH:22]1.[Cl:50][CH2:51][Cl:52].[K+:44].[K+:45].[NH2:34][c:35]1[c:36]([F:43])[cH:37][c:38]([CH3:42])[c:39]([OH:41])[cH:40]1.[O-:46][C:47]([O-:48])=[O:49].[O:53]=[CH:54][N:55]([CH3:56])[CH3:57].[OH2:58].[OH:23][O:24][C:25]([c:26]1[cH:27][c:28]([Cl:29])[cH:30][cH:31][cH:32]1)=[O:33]>>[CH3:1][O:2][c:3]1[cH:4][cH:5][c:6]([CH2:7][n:8]2[n:9][cH:10][c:11](-[c:13]3[n:14][c:15]([O:41][c:39]4[c:38]([CH3:42])[cH:37][c:36]([F:43])[c:35]([NH2:34])[cH:40]4)[n:16][cH:17][cH:18]3)[cH:12]2)[cH:21][cH:22]1. Reactants: CC#N, O=C(Cl)CCl, CCOCc1nc2c(N)nc3ccccc3c2n1CCCNCc1cccc(CC(=O)OC)c1. Yields the product CCOCc1nc2c(N)nc3ccccc3c2n1CCCN(Cc1cccc(CC(=O)OC)c1)C(=O)CCl. RXN SMILES: [CH3:40][C:41]#[N:42].[Cl:1][CH2:2][C:3](=[O:4])[Cl:5].[NH2:6][c:7]1[n:8][c:9]2[cH:10][cH:11][cH:12][cH:13][c:14]2[c:15]2[c:16]1[n:17][c:18]([CH2:36][O:37][CH2:38][CH3:39])[n:19]2[CH2:20][CH2:21][CH2:22][NH:23][CH2:24][c:25]1[cH:26][c:27]([CH2:31][C:32](=[O:33])[O:34][CH3:35])[cH:28][cH:29][cH:30]1>>[Cl:1][CH2:2][C:3](=[O:4])[N:23]([CH2:22][CH2:21][CH2:20][n:19]1[c:15]2[c:14]3[c:9]([n:8][c:7]([NH2:6])[c:16]2[n:17][c:18]1[CH2:36][O:37][CH2:38][CH3:39])[cH:10][cH:11][cH:12][cH:13]3)[CH2:24][c:25]1[cH:26][c:27]([CH2:31][C:32](=[O:33])[O:34][CH3:35])[cH:28][cH:29][cH:30]1.